The task is: describe an organic reaction: reactants, conditions, products, and yield. This data is from the Open Reaction Database (ORD), a public repository of structured organic reaction records. Reactants: C(C)(C)(C)OC(NCC1CCN(CC1)C1=NC=C(C=C1[N+](=O)[O-])S(=O)(=O)C)=O ((5′-methanesulfonyl-3′-nitro-3,4,5,6-tetrahydro-2H-[1,2′]bipyridinyl-4-ylmethyl)-carbamic acid tert-butyl ester), C(C)(=O)OCC (ethyl acetate). Reagents/catalysts: [Pd] (palladium on carbon). Solvent: CO (methanol). Run at time 8 hour. The product is C(C)(C)(C)OC(NCC1CCN(CC1)C1=NC=C(C=C1N)S(=O)(=O)C)=O ((3′-amino-5′-methanesulfonyl-3,4,5,6-tetrahydro-2H-[1,2′]bipyridinyl-4-ylmethyl)-carbamic acid tert-butyl ester). RXN SMILES: [C:1]([O:5][C:6](=[O:28])[NH:7][CH2:8][CH:9]1[CH2:14][CH2:13][N:12]([C:15]2[C:20]([N+:21]([O-])=O)=[CH:19][C:18]([S:24]([CH3:27])(=[O:26])=[O:25])=[CH:17][N:16]=2)[CH2:11][CH2:10]1)([CH3:4])([CH3:3])[CH3:2].C(OCC)(=O)C>[Pd].CO>[C:1]([O:5][C:6](=[O:28])[NH:7][CH2:8][CH:9]1[CH2:10][CH2:11][N:12]([C:15]2[C:20]([NH2:21])=[CH:19][C:18]([S:24]([CH3:27])(=[O:26])=[O:25])=[CH:17][N:16]=2)[CH2:13][CH2:14]1)([CH3:4])([CH3:3])[CH3:2]. Procedure: A mixture of 1.03 g (2.48 mmol) of (5′-methanesulfonyl-3′-nitro-3,4,5,6-tetrahydro-2H-[1,2′]bipyridinyl-4-ylmethyl)-carbamic acid tert-butyl ester and 0.15 g (0.14 mmol) of 10% palladium on carbon in a 1:1 mixture of ethyl acetate:methanol (50 mL) is placed under an atmosphere of hydrogen and stirred overnight at room temperature. The mixture is filtered through diatomaceous earth and the filter pad is washed with methanol. The filtrate is concentrated under reduced pressure to provide 0.980 g (... The reactants are ClC1=C(C(=C(C(=C1OC([C@H]1NC(CC1)=O)=O)Cl)Cl)Cl)Cl (L-pyroglutamic acid pentachlorophenyl ester), Cl.N[C@@H](C)C(=O)N (L-alanine amide hydrochloride), C(C)N1CCOCC1 (N-ethylmorpholine). Run in CN(C=O)C (dimethyl formamide). The product is N1[C@@H](CCC1=O)C(=O)N[C@@H](C)C(=O)N (L-Pyroglutamyl-L-alanine amide). As a reaction SMILES: ClC1C(O[C:9](=[O:16])[C@@H:10]2[CH2:14][CH2:13][C:12](=[O:15])[NH:11]2)=C(Cl)C(Cl)=C(Cl)C=1Cl.Cl.[NH2:22][C@H:23]([C:25]([NH2:27])=[O:26])[CH3:24].C(N1CCOCC1)C>CN(C)C=O>[NH:11]1[C:12](=[O:15])[CH2:13][CH2:14][C@H:10]1[C:9]([NH:22][C@H:23]([C:25]([NH2:27])=[O:26])[CH3:24])=[O:16] |f:1.2|. Procedure: 3.75 g (10 mmols) of L-pyroglutamic acid pentachlorophenyl ester were stirred in 40 ml of dimethyl formamide with 1.5 g (12 mmols) of L-alanine amide hydrochloride and 1.54 ml (12 mmols) of N-ethylmorpholine for 4 hours. The solvent was distilled off in vacuo. The residue was dissolved in methanol and the solution was stirred successively with strongly basic and strongly acid ion exchangers. The exchanger was removed by filtration and concentration to dryness followed. The residue was triturated... The reactants are CSCC=1N=CC=2NC3=CC=CC=C3C2C1 (3-methylthiomethyl-β-carboline), ClC1=CC(=CC=C1)C(=O)OO (m-chloroperbenzoic acid). As a reaction SMILES: [CH3:1][S:2][CH2:3][C:4]1[N:5]=[CH:6][C:7]2[NH:8][C:9]3[C:14]([C:15]=2[CH:16]=1)=[CH:13][CH:12]=[CH:11][CH:10]=3.ClC1C=CC=C(C(OO)=[O:25])C=1>C(Cl)Cl>[CH3:1][S:2]([CH2:3][C:4]1[N:5]=[CH:6][C:7]2[NH:8][C:9]3[C:14]([C:15]=2[CH:16]=1)=[CH:13][CH:12]=[CH:11][CH:10]=3)=[O:25]. Solvent: C(Cl)Cl (methylene chloride). Reported procedure: 160 mg of 3-methylthiomethyl-β-carboline are stirred in 15 ml of methylene chloride with 163 mg of m-chloroperbenzoic acid for 3 hours at room temperature. After extraction with semiconcentrated sodium bicarbonate solution, the organic phase is dried, filtered and concentrated. The residue is stirred with ethyl acetate/ethanol. 76 mg of 3-methylsulfinylmethyl-β-carboline with a 175°-178° C. melting point are obtained as a residue. The product is CS(=O)CC=1N=CC=2NC3=CC=CC=C3C2C1 (3-methylsulfinylmethyl-β-carboline). The reactants are C(C)(=O)O (acetic acid), O (water), C1=CC=CC=C1 (benzene), C1(=CC=CC=C1)C(OC(=O)C1=CC=C(C=C1)C=1N(C=C(C(=O)OC)C(C1)=O)C1=CC=C(C=C1)F)C1=CC=CC=C1 (methyl 6-(4-diphenylmethyloxycarbonylphenyl)-1-(4-fluorophenyl)-4-oxo-1,4-dihydronicotinate). Run in C1(=CC=CC=C1)OC (anisole), FC(C(=O)O)(F)F (trifluoroacetic acid). Yields the product C(=O)(O)C1=CC=C(C=C1)C=1N(C=C(C(=O)O)C(C1)=O)C1=CC=C(C=C1)F (6-(4-carboxyphenyl)-1-(4-fluorophenyl)-4-oxo-1,4-dihydronicotinic acid). Isolated yield 60.4%. Reaction SMILES: C1(C(C2C=CC=CC=2)[O:8][C:9]([C:11]2[CH:16]=[CH:15][C:14]([C:17]3[N:18]([C:28]4[CH:33]=[CH:32][C:31]([F:34])=[CH:30][CH:29]=4)[CH:19]=[C:20]([C:25](=[O:27])[CH:26]=3)[C:21]([O:23]C)=[O:22])=[CH:13][CH:12]=2)=[O:10])C=CC=CC=1.O.C1C=CC=CC=1.C(O)(=O)C>C1(OC)C=CC=CC=1.FC(F)(F)C(O)=O>[C:9]([C:11]1[CH:16]=[CH:15][C:14]([C:17]2[N:18]([C:28]3[CH:29]=[CH:30][C:31]([F:34])=[CH:32][CH:33]=3)[CH:19]=[C:20]([C:25](=[O:27])[CH:26]=2)[C:21]([OH:23])=[O:22])=[CH:13][CH:12]=1)([OH:10])=[O:8]. Procedure: In a mixed solvent of 2.5 ml of anisole and 2.5 ml of trifluoroacetic acid was dissolved 0.25 g of methyl 6-(4-diphenylmethyloxycarbonylphenyl)-1-(4-fluorophenyl)-4-oxo-1,4-dihydronicotinate, and they were reacted at room temperature for 1.5 hours. After completion of the reaction, the solvent was removed by distillation under reduced pressure, and the residue was dissolved in a mixed solvent of 2.5 ml of ethanol and 2.5 ml of a 1N aqueous sodium hydroxide solution, and the resulting solution wa... Yields the product Cc1cc(C)cc(Sc2[nH]cnc2C(C)C)c1. Reactants: Cc1cc(C)cc(S)c1, CN(C)C=O, CC(C)c1nc[nH]c1I, [H-], [Na+]. Reaction SMILES: [CH3:10][c:11]1[cH:12][c:13]([SH:18])[cH:14][c:15]([CH3:17])[cH:16]1.[CH3:21][N:22]([CH3:23])[CH:24]=[O:25].[CH:1]([CH3:2])([CH3:3])[c:4]1[n:5][cH:6][nH:7][c:8]1[I:9].[H-:19].[Na+:20]>>[CH:1]([CH3:2])([CH3:3])[c:4]1[n:5][cH:6][nH:7][c:8]1[S:18][c:13]1[cH:12][c:11]([CH3:10])[cH:16][c:15]([CH3:17])[cH:14]1. As a reaction SMILES: [CH3:1][O:2][c:3]1[c:4]([NH:10][S:11](=[O:12])(=[O:13])[c:14]2[cH:15][c:16]([CH:23]=[CH2:24])[c:17]3[c:18]([cH:19][cH:20][o:21]3)[cH:22]2)[cH:5][c:6]([CH3:9])[cH:7][cH:8]1.[ClH:39].[I+3:33]([O-:34])([O-:35])([O-:36])[O-:37].[Na+:38].[O:40]1[CH2:41][CH2:42][O:43][CH2:44][CH2:45]1.[OH2:46].[n:25]1[c:26]([CH3:27])[cH:28][cH:29][cH:30][c:31]1[CH3:32]>>[CH3:1][O:2][c:3]1[c:4]([NH:10][S:11](=[O:12])(=[O:13])[c:14]2[cH:15][c:16]([CH:23]=[O:34])[c:17]3[c:18]([cH:19][cH:20][o:21]3)[cH:22]2)[cH:5][c:6]([CH3:9])[cH:7][cH:8]1. Product: COc1ccc(C)cc1NS(=O)(=O)c1cc(C=O)c2occc2c1. Starting materials: C=Cc1cc(S(=O)(=O)Nc2cc(C)ccc2OC)cc2ccoc12, Cl, [O-][I+3]([O-])([O-])[O-], [Na+], C1COCCO1, O, Cc1cccc(C)n1.